Dataset: the Open Reaction Database (ORD), a public repository of structured organic reaction records. Task: describe an organic reaction: reactants, conditions, products, and yield As a reaction SMILES: [NH2:1][C:2]1[CH:3]=[C:4]2[O:11][CH2:10][CH:9]([NH:12][C:13](=[O:16])[CH2:14][CH3:15])[CH2:8][C:5]2=[N:6][CH:7]=1.[F:17][C:18]([F:31])([F:30])[O:19][C:20]1[CH:25]=[CH:24][C:23]([S:26](Cl)(=[O:28])=[O:27])=[CH:22][CH:21]=1>C(Cl)Cl.N1C=CC=CC=1>[F:31][C:18]([F:17])([F:30])[O:19][C:20]1[CH:25]=[CH:24][C:23]([S:26]([NH:1][C:2]2[CH:3]=[C:4]3[O:11][CH2:10][CH:9]([NH:12][C:13](=[O:16])[CH2:14][CH3:15])[CH2:8][C:5]3=[N:6][CH:7]=2)(=[O:28])=[O:27])=[CH:22][CH:21]=1 |f:2.3|. Solvent: C(Cl)Cl.N1=CC=CC=C1 (CH2Cl2 pyridine). The product is FC(OC1=CC=C(C=C1)S(=O)(=O)NC=1C=C2C(=NC1)CC(CO2)NC(CC)=O)(F)F (N-[7-(4-Trifluoromethoxy-benzenesulfonylamino)-3,4-dihydro-2H-pyrano[3,2-b]pyridin-3-yl]-propionamide). The yield is 46.9%. The reactants are NC=1C=C2C(=NC1)CC(CO2)NC(CC)=O (N-(7-amino-3,4-dihydro-2H-pyrano[3,2-b]pyridin-3-yl)propionamide), FC(OC1=CC=C(C=C1)S(=O)(=O)Cl)(F)F (4-(trifluoromethoxy)benzenesulfonyl chloride). Procedure details: A portion of the raw N-(7-amino-3,4-dihydro-2H-pyrano[3,2-b]pyridin-3-yl)propionamide (100 mg, 0.45 mmol) was dissolved in CH2Cl2/pyridine 9/1 (20 ml) and 4-(trifluoromethoxy)benzenesulfonyl chloride (100 μl, 0.58 mmol) was added dropwise. After stirring at room temperature over night, the reaction mixture was concentrated and the purification of the residue by chromatography on silica gel (CH2Cl2:CH3OH, 97:3) gave the title compound (94 mg, 47% for steps 31.4 and 31.5) as a gum. Reactants: C(C1=CC=CC=C1)(C1=CC=CC=C1)OC(=O)C1=C(CS[C@H]2N1C([C@H]2NC(C(=NOCC)C=2N=C(SC2)NC(CCl)=O)=O)=O)C(C)SC2=NN=NN2 (7β-{α-ethoxyimino-[2-(chloroacetamido)thiazol-4-yl]acetamido}-3-(1-methyl-1H-tetrazol-5-ylthiomethyl)-3-cephem-4-carboxylic acid benzhydryl ester), NC(=S)N (thiourea). Reagents/catalysts: [Br-].C(C)[N+](CC1=CC=CC=C1)(CC)CC (triethylbenzylammonium bromide). The solvent is O1CCCC1 (tetrahydrofuran), C(C)O (ethanol). Reaction conditions: time 20 hour. Product: C(C1=CC=CC=C1)(C1=CC=CC=C1)OC(=O)C1=C(CS[C@H]2N1C([C@H]2NC(C(=NOCC)C=2N=C(SC2)N)=O)=O)C(C)SC2=NN=NN2 (7β-[α-ethoxyimino-(2-aminothiazol-4-yl)acetamido]-3-(1-methyl-1H-tetrazol-5-ylthiomethyl)3-cephem-4-carboxylic acid benzhydryl ester). The yield is 52.9%. Reaction SMILES: [CH:1]([O:14][C:15]([C:17]1[N:22]2[C:23](=[O:43])[C@@H:24]([NH:25][C:26](=[O:42])[C:27]([C:32]3[N:33]=[C:34]([NH:37]C(=O)CCl)[S:35][CH:36]=3)=[N:28][O:29][CH2:30][CH3:31])[C@H:21]2[S:20][CH2:19][C:18]=1[CH:44]([S:46][C:47]1[NH:51][N:50]=[N:49][N:48]=1)[CH3:45])=[O:16])([C:8]1[CH:13]=[CH:12][CH:11]=[CH:10][CH:9]=1)[C:2]1[CH:7]=[CH:6][CH:5]=[CH:4][CH:3]=1.NC(N)=S>O1CCCC1.C(O)C.[Br-].C([N+](CC)(CC)CC1C=CC=CC=1)C>[CH:1]([O:14][C:15]([C:17]1[N:22]2[C:23](=[O:43])[C@@H:24]([NH:25][C:26](=[O:42])[C:27]([C:32]3[N:33]=[C:34]([NH2:37])[S:35][CH:36]=3)=[N:28][O:29][CH2:30][CH3:31])[C@H:21]2[S:20][CH2:19][C:18]=1[CH:44]([S:46][C:47]1[NH:51][N:50]=[N:49][N:48]=1)[CH3:45])=[O:16])([C:8]1[CH:9]=[CH:10][CH:11]=[CH:12][CH:13]=1)[C:2]1[CH:7]=[CH:6][CH:5]=[CH:4][CH:3]=1 |f:4.5|. Procedure details: To a solution of 2.2 g of 7β-{α-ethoxyimino-[2-(chloroacetamido)thiazol-4-yl]acetamido}-3-(1-methyl-1H-tetrazol-5-ylthiomethyl)-3-cephem-4-carboxylic acid benzhydryl ester in 20 ml of tetrahydrofuran is added a solution of 550 mg of thiourea in 20 ml of ethanol, followed by addition of 50 ml of triethylbenzylammonium bromide. The mixture is stirred for 20 hours at room temperature and concentrated. The residue is dissolved in a mixture of ethyl acetate and tetrahydrofuran and the solution was wa... The reactants are CC(C)O, O=[N+]([O-])c1cnc2sccc2c1Cl, N. Yields the product Nc1c([N+](=O)[O-])cnc2sccc12. Reaction SMILES: [CH3:15][CH:16]([OH:17])[CH3:18].[Cl:1][c:2]1[c:3]2[c:4]([n:5][cH:6][c:7]1[N+:8](=[O:9])[O-:10])[s:11][cH:12][cH:13]2.[NH3:14]>>[c:2]1([NH2:14])[c:3]2[c:4]([n:5][cH:6][c:7]1[N+:8](=[O:9])[O-:10])[s:11][cH:12][cH:13]2. Starting materials: CS(=O)(=O)N1CCC(=CC1)C=1C=C2C(=CN1)OC(C2)C2CCN(CC2)C#N (4-[5-(1-methanesulfonyl-1,2,3,6-tetrahydro-pyridin-4-yl)-2,3-dihydro-furo[2,3-c]pyridin-2-yl]-piperidine-1-carbonitrile), ONC(CCC)=N (N-hydroxy-butyramidine). Yields the product CS(=O)(=O)N1CCC(=CC1)C=1C=C2C(=CN1)OC(C2)C2CCN(CC2)C2=NC(=NO2)CCC (5-(1-Methanesulfonyl-1,2,3,6-tetrahydro-pyridin-4-yl)-2-[1-(3-propyl-[1,2,4]oxadiazol-5-yl)-piperidin-4-yl]-2,3-dihydro-furo[2,3-c]pyridine). As a reaction SMILES: [CH3:1][S:2]([N:5]1[CH2:10][CH:9]=[C:8]([C:11]2[CH:12]=[C:13]3[CH2:19][CH:18]([CH:20]4[CH2:25][CH2:24][N:23]([C:26]#[N:27])[CH2:22][CH2:21]4)[O:17][C:14]3=[CH:15][N:16]=2)[CH2:7][CH2:6]1)(=[O:4])=[O:3].[OH:28][NH:29][C:30](=N)[CH2:31][CH2:32][CH3:33]>>[CH3:1][S:2]([N:5]1[CH2:6][CH:7]=[C:8]([C:11]2[CH:12]=[C:13]3[CH2:19][CH:18]([CH:20]4[CH2:25][CH2:24][N:23]([C:26]5[O:28][N:29]=[C:30]([CH2:31][CH2:32][CH3:33])[N:27]=5)[CH2:22][CH2:21]4)[O:17][C:14]3=[CH:15][N:16]=2)[CH2:9][CH2:10]1)(=[O:4])=[O:3]. Procedure: The title compound is prepared from 4-[5-(1-methanesulfonyl-1,2,3,6-tetrahydro-pyridin-4-yl)-2,3-dihydro-furo[2,3-c]pyridin-2-yl]-piperidine-1-carbonitrile and N-hydroxy-butyramidine following a procedure analogous to that described in Example 2. LC (method 5): tR=1.02 min; Mass spectrum (ESI+): m/z=474 [M+H]+. Reactants: ClCCl, O=[Cr](=O)([O-])O[Cr](=O)(=O)[O-], CC(C)(O)CC1COC(C)(C2CCC3C(O)CCCC32C)C1, c1cc[nH+]cc1, c1cc[nH+]cc1. The product is CC(C)(O)CC1COC(C)(C2CCC3C(=O)CCCC32C)C1. As a reaction SMILES: [Cl:44][CH2:45][Cl:46].[Cr:23]([O:24][Cr:25]([O-:26])(=[O:27])=[O:28])([O-:29])(=[O:30])=[O:31].[OH:1][C:2]([CH2:3][CH:4]1[CH2:5][C:6]([CH3:9])([CH:10]2[CH2:11][CH2:12][CH:13]3[CH:14]([OH:20])[CH2:15][CH2:16][CH2:17][C:18]23[CH3:19])[O:7][CH2:8]1)([CH3:21])[CH3:22].[nH+:32]1[cH:33][cH:34][cH:35][cH:36][cH:37]1.[nH+:38]1[cH:39][cH:40][cH:41][cH:42][cH:43]1>>[OH:1][C:2]([CH2:3][CH:4]1[CH2:5][C:6]([CH3:9])([CH:10]2[CH2:11][CH2:12][CH:13]3[C:14](=[O:20])[CH2:15][CH2:16][CH2:17][C:18]23[CH3:19])[O:7][CH2:8]1)([CH3:21])[CH3:22]. Reactants: [BH4-], CCO, [Na+], N#CC1(C#N)CCOCC1. Yields the product N#CC1(CN)CCOCC1. Reaction SMILES: [BH4-:11].[CH3:13][CH2:14][OH:15].[Na+:12].[O:1]1[CH2:2][CH2:3][C:4]([C:7]#[N:8])([C:9]#[N:10])[CH2:5][CH2:6]1>>[O:1]1[CH2:2][CH2:3][C:4]([C:7]#[N:8])([CH2:9][NH2:10])[CH2:5][CH2:6]1. The reactants are C(C)(C)(C)OC(N(C)[C@@H](C)C(NC=1C=CC2=C(OCC(N2C2=CC=C(C=C2)Cl)=O)N1)=O)=O ({(S)-1-[1-(4-Chloro-phenyl)-2-oxo-2,3-dihydro-1H-pyrido[2,3-b][1,4]oxazin-6-ylcarbamoyl]-ethyl}-methyl-carbamic acid tert-butyl ester), Cl (HCl), Cl (HCl). Product: Cl.ClC1=CC=C(C=C1)N1C2=C(OCC1=O)N=C(C=C2)NC([C@H](C)NC)=O ((S)—N-[1-(4-Chloro-phenyl)-2-oxo-2,3-dihydro-1H-pyrido[2,3-b][1,4]oxazin-6-yl]-2-methylamino-propionamide hydrochloride). Yield: 80.7%. As a reaction SMILES: C(O[C:6](=O)[N:7]([C@H:9]([C:11](=[O:31])[NH:12][C:13]1[CH:14]=[CH:15][C:16]2[N:21]([C:22]3[CH:27]=[CH:26][C:25]([Cl:28])=[CH:24][CH:23]=3)[C:20](=[O:29])[CH2:19][O:18][C:17]=2[N:30]=1)[CH3:10])C)(C)(C)C.Cl>>[ClH:28].[Cl:28][C:25]1[CH:26]=[CH:27][C:22]([N:21]2[C:20](=[O:29])[CH2:19][O:18][C:17]3[N:30]=[C:13]([NH:12][C:11](=[O:31])[C@@H:9]([NH:7][CH3:6])[CH3:10])[CH:14]=[CH:15][C:16]2=3)=[CH:23][CH:24]=1 |f:2.3|. Procedure details: {(S)-1-[1-(4-Chloro-phenyl)-2-oxo-2,3-dihydro-1H-pyrido[2,3-b][1,4]oxazin-6-ylcarbamoyl]-ethyl}-methyl-carbamic acid tert-butyl ester (23 mg) was treated with HCl, according to General procedure 3 (HCl deprotection), to give the title compound (8 mg). 1H NMR (400 MHz, DMSO-d6): 11.10 (1H, s), 9.20 (1H, br), 8.94 (1H, br), 7.71-7.59 (3H, m), 7.47-7.38 (2H, m), 6.86 (1H, d), 5.03 (2H, s), 4.01-3.92 (1H, m), 2.58-2.53 (3H, m), 1.47 (3H, d). MS: [M+H]+ 361.